Dataset: the Open Reaction Database (ORD), a public repository of structured organic reaction records. Task: describe an organic reaction: reactants, conditions, products, and yield The reactants are CC(C)(C)c1nc(C2CCC2)cc(N2CCN(CCCCN)CC2)n1, CCN=C=NCCCN(C)C, CCN(C(C)C)C(C)C, ClCCl, Cl, Oc1cccc2[nH]nnc12, O=C(O)c1ccnnc1. Product: Cl, CC(C)(C)c1nc(C2CCC2)cc(N2CCN(CCCCNC(=O)c3ccnnc3)CC2)n1. As a reaction SMILES: [C:10]([CH3:11])([CH3:12])([CH3:13])[c:14]1[n:15][c:16]([CH:31]2[CH2:32][CH2:33][CH2:34]2)[cH:17][c:18]([N:20]2[CH2:21][CH2:22][N:23]([CH2:26][CH2:27][CH2:28][CH2:29][NH2:30])[CH2:24][CH2:25]2)[n:19]1.[CH2:55]([N:56]=[C:57]=[N:58][CH2:59][CH2:60][CH2:61][N:62]([CH3:63])[CH3:64])[CH3:65].[CH:35]([N:36]([CH:37]([CH3:38])[CH3:39])[CH2:40][CH3:41])([CH3:42])[CH3:43].[Cl:66][CH2:67][Cl:68].[ClH:54].[OH:44][c:45]1[c:46]2[n:47][n:48][nH:49][c:50]2[cH:51][cH:52][cH:53]1.[n:1]1[n:2][cH:3][c:4]([C:7](=[O:8])[OH:9])[cH:5][cH:6]1>>[ClH:54].[n:1]1[n:2][cH:3][c:4]([C:7](=[O:9])[NH:30][CH2:29][CH2:28][CH2:27][CH2:26][N:23]2[CH2:22][CH2:21][N:20]([c:18]3[cH:17][c:16]([CH:31]4[CH2:32][CH2:33][CH2:34]4)[n:15][c:14]([C:10]([CH3:11])([CH3:12])[CH3:13])[n:19]3)[CH2:25][CH2:24]2)[cH:5][cH:6]1.